Dataset: the Open Reaction Database (ORD), a public repository of structured organic reaction records. Task: describe an organic reaction: reactants, conditions, products, and yield The reactants are Intermediate 220, FC(C(=O)O)(F)F.C[C@@H](CCC)OC=1NC(=C2N=C(N=C2N1)OC)N (2-{[(1S)-1-methylbutyl]oxy}-8-(methyloxy)-1H-purin-6-amine trifluoroacetate), BrCCCC1OCCCC1 (2-(3-bromopropyl)tetrahydro-2H-pyran). The product is C[C@@H](CCC)OC1=NC(=C2N=C(N(C2=N1)CCCC1OCCCC1)OC)N (2-{[(1S)-1-Methylbutyl]oxy}-8-(methyloxy)-9-[3-(tetrahydro-2H-pyran-2-yl)propyl]-9H-purin-6-amine). Reaction SMILES: FC(F)(F)C(O)=O.[CH3:8][C@H:9]([O:13][C:14]1[NH:15][C:16]([NH2:25])=[C:17]2[C:21]([N:22]=1)=[N:20][C:19]([O:23][CH3:24])=[N:18]2)[CH2:10][CH2:11][CH3:12].Br[CH2:27][CH2:28][CH2:29][CH:30]1[CH2:35][CH2:34][CH2:33][CH2:32][O:31]1>>[CH3:8][C@H:9]([O:13][C:14]1[N:22]=[C:21]2[C:17]([N:18]=[C:19]([O:23][CH3:24])[N:20]2[CH2:27][CH2:28][CH2:29][CH:30]2[CH2:35][CH2:34][CH2:33][CH2:32][O:31]2)=[C:16]([NH2:25])[N:15]=1)[CH2:10][CH2:11][CH3:12] |f:0.1|. Procedure: Prepared similarly to Intermediate 220 from 2-{[(1S)-1-methylbutyl]oxy}-8-(methyloxy)-1H-purin-6-amine trifluoroacetate and 2-(3-bromopropyl)tetrahydro-2H-pyran.